From a dataset of the Open Reaction Database (ORD), a public repository of structured organic reaction records. describe an organic reaction: reactants, conditions, products, and yield Reactants: O=C1CCC(=O)N1Br, CN(C)C=O, O, c1ccc(-c2oc3ccccc3c2-c2ccccc2)cc1. Yields the product Brc1ccc2c(-c3ccccc3)c(-c3ccccc3)oc2c1. RXN SMILES: [Br:22][N:23]1[C:24](=[O:25])[CH2:26][CH2:27][C:28]1=[O:29].[CH3:30][N:31]([CH3:32])[CH:33]=[O:34].[OH2:35].[c:1]1(-[c:7]2[c:8](-[c:16]3[cH:17][cH:18][cH:19][cH:20][cH:21]3)[c:9]3[c:10]([o:11]2)[cH:12][cH:13][cH:14][cH:15]3)[cH:2][cH:3][cH:4][cH:5][cH:6]1>>[c:1]1(-[c:7]2[c:8](-[c:16]3[cH:17][cH:18][cH:19][cH:20][cH:21]3)[c:9]3[c:10]([o:11]2)[cH:12][c:13]([Br:22])[cH:14][cH:15]3)[cH:2][cH:3][cH:4][cH:5][cH:6]1. Reactants: CC(C)(C)OC(=O)N1CC(OS(C)(=O)=O)CC1CO, O=C1NC(=O)c2ccccc21, CCOC(C)=O, [K], O, Cc1ccc(S(=O)(=O)O)cc1. Yields the product CC(C)(C)OC(=O)N1CC(OS(C)(=O)=O)CC1CN1C(=O)c2ccccc2C1=O. As a reaction SMILES: [C:12]([CH3:13])([CH3:14])([CH3:15])[O:16][C:17](=[O:18])[N:19]1[CH:20]([CH2:29][OH:30])[CH2:21][CH:22]([O:24][S:25](=[O:26])(=[O:27])[CH3:28])[CH2:23]1.[C:31]1(=[O:41])[c:32]2[c:33]([cH:37][cH:38][cH:39][cH:40]2)[C:34](=[O:36])[NH:35]1.[CH3:44][CH2:45][O:46][C:47](=[O:48])[CH3:49].[K:42].[OH2:43].[c:1]1([CH3:2])[cH:3][cH:4][c:5]([S:6]([OH:7])(=[O:8])=[O:9])[cH:10][cH:11]1>>[C:12]([CH3:13])([CH3:14])([CH3:15])[O:16][C:17](=[O:18])[N:19]1[CH:20]([CH2:29][N:35]2[C:31](=[O:41])[c:32]3[c:33]([cH:37][cH:38][cH:39][cH:40]3)[C:34]2=[O:36])[CH2:21][CH:22]([O:24][S:25](=[O:26])(=[O:27])[CH3:28])[CH2:23]1.